Dataset: the Open Reaction Database (ORD), a public repository of structured organic reaction records. Task: describe an organic reaction: reactants, conditions, products, and yield Reactants: O=C1c2ccccc2C(=O)N1CC(=O)N1c2ccccc2N(Cc2ccccc2)C(=O)C2CCCC21, CCO, CC(C)OC(C)C, ClCCl, NN, O. Yields the product NCC(=O)N1c2ccccc2N(Cc2ccccc2)C(=O)C2CCCC21. As a reaction SMILES: [CH2:1]([c:2]1[cH:3][cH:4][cH:5][cH:6][cH:7]1)[N:8]1[c:9]2[c:10]([cH:33][cH:34][cH:35][cH:36]2)[N:11]([C:19]([CH2:20][N:21]2[C:22](=[O:23])[c:24]3[cH:25][cH:26][cH:27][cH:28][c:29]3[C:30]2=[O:31])=[O:32])[CH:12]2[CH:13]([C:14]1=[O:15])[CH2:16][CH2:17][CH2:18]2.[CH3:50][CH2:51][OH:52].[CH:40]([O:41][CH:42]([CH3:43])[CH3:44])([CH3:45])[CH3:46].[Cl:47][CH2:48][Cl:49].[NH2:38][NH2:39].[OH2:37]>>[CH2:1]([c:2]1[cH:3][cH:4][cH:5][cH:6][cH:7]1)[N:8]1[c:9]2[c:10]([cH:33][cH:34][cH:35][cH:36]2)[N:11]([C:19]([CH2:20][NH2:21])=[O:32])[CH:12]2[CH:13]([C:14]1=[O:15])[CH2:16][CH2:17][CH2:18]2. Starting materials: CO, Cl, [Na+], [OH-], O, COC(=O)CCCCc1nc(-c2ccsc2)co1. Product: O=C(O)CCCCc1nc(-c2ccsc2)co1. As a reaction SMILES: [CH3:23][OH:24].[ClH:21].[Na+:2].[OH-:1].[OH2:22].[s:3]1[cH:4][c:5](-[c:8]2[n:9][c:10]([CH2:13][CH2:14][CH2:15][CH2:16][C:17](=[O:18])[O:19][CH3:20])[o:11][cH:12]2)[cH:6][cH:7]1>>[s:3]1[cH:4][c:5](-[c:8]2[n:9][c:10]([CH2:13][CH2:14][CH2:15][CH2:16][C:17](=[O:18])[OH:19])[o:11][cH:12]2)[cH:6][cH:7]1. Starting materials: CCCCCCCCCCCCCl, CN(C)CCCO, ClC(Cl)Cl, [Na+], [OH-]. Yields the product CCCCCCCCCCCC(=O)OCCCN(C)C. RXN SMILES: [CH2:8]([CH2:9][CH2:10][CH2:11][CH2:12][CH2:13][CH2:14][CH2:15][CH2:16][CH2:17][CH2:18][CH3:19])[Cl:20].[CH3:1][N:2]([CH2:3][CH2:4][CH2:5][OH:6])[CH3:7].[Cl:23][CH:24]([Cl:25])[Cl:26].[Na+:22].[OH-:21]>>[CH3:1][N:2]([CH2:3][CH2:4][CH2:5][O:6][C:8]([CH2:9][CH2:10][CH2:11][CH2:12][CH2:13][CH2:14][CH2:15][CH2:16][CH2:17][CH2:18][CH3:19])=[O:21])[CH3:7]. Reactants: FC=1C=C(C=O)C=CC1F (3,4-difluorobenzaldehyde), C[S-].[Na+] (sodium thiomethoxide), O (water). The solvent is CN(C=O)C (dimethylformamide). The product is CSC1=C(C=C(C=O)C=C1)F (4-Methylthio-3-fluorobenzaldehyde). Isolated yield 73.4%. Reaction SMILES: [F:1][C:2]1[CH:3]=[C:4]([CH:7]=[CH:8][C:9]=1F)[CH:5]=[O:6].[CH3:11][S-:12].[Na+].O>CN(C)C=O>[CH3:11][S:12][C:9]1[CH:8]=[CH:7][C:4]([CH:5]=[O:6])=[CH:3][C:2]=1[F:1] |f:1.2|. Procedure: A solution of 3,4-difluorobenzaldehyde (2.8 g, 20 mmol) and sodium thiomethoxide (1.5 g, 20 mmol) in dimethylformamide (20 ml) was heated at 80° C. under an argon atmosphere for 2 hours. The reaction was cooled, poured into water (125 ml) and extracted with methylene chloride. The combined organic layers were dried over sodium sulfate and evaporated. The residue was distilled (bp 110-111° C., 0.5 mm Hg) to give 2.5 g (75%) of the desired aldehyde: Anal. Calc'd. for C8H7FSO (MW 170.21): C, 56.45;... Starting materials: Cc1cccc2sc(N)nc12, [Cl-], O=C(O)c1cccnc1Cl. Yields the product Cc1cccc2sc(NC(=O)c3cccnc3Cl)nc12. As a reaction SMILES: [CH3:1][c:2]1[cH:3][cH:4][cH:5][c:6]2[c:7]1[n:8][c:9]([NH2:11])[s:10]2.[Cl-:12].[Cl:13][c:14]1[c:15]([C:16](=[O:17])[OH:18])[cH:19][cH:20][cH:21][n:22]1>>[CH3:1][c:2]1[cH:3][cH:4][cH:5][c:6]2[c:7]1[n:8][c:9]([NH:11][C:16]([c:15]1[c:14]([Cl:13])[n:22][cH:21][cH:20][cH:19]1)=[O:17])[s:10]2. Reactants: Compound II, C(C)NC(=O)NN(C)CC(=O)O (2-(2-(ethylcarbamoyl)-1-methylhydrazinyl)acetic acid), N[C@@H](CC(=O)OC(C)(C)C)C(=O)N(CC=1C=CC=C2C=CC=NC12)[C@H](C(OCC)OCC)C ((S)-tert-butyl 3-amino-4-(((S)-1,1-diethoxypropan-2-yl)(quinolin-8-ylmethyl)amino)-4-oxobutanoate). Product: C(C)OC([C@H](C)N(C([C@H](CC(=O)OC(C)(C)C)NC(CN(NC(NCC)=O)C)=O)=O)CC=1C=CC=C2C=CC=NC12)OCC ((S)-tert-butyl 4-(((S)-1,1-diethoxypropan-2-yl)(quinolin-8-ylmethyl)amino)-3-(2-(2-(ethylcarbamoyl)-1-methylhydrazinyl)acetamido)-4-oxobutanoate). Reaction SMILES: [CH2:1]([NH:3][C:4]([NH:6][N:7]([CH2:9][C:10]([OH:12])=O)[CH3:8])=[O:5])[CH3:2].[NH2:13][C@H:14]([C:23]([N:25]([C@@H:37]([CH3:45])[CH:38]([O:42][CH2:43][CH3:44])[O:39][CH2:40][CH3:41])[CH2:26][C:27]1[CH:28]=[CH:29][CH:30]=[C:31]2[C:36]=1[N:35]=[CH:34][CH:33]=[CH:32]2)=[O:24])[CH2:15][C:16]([O:18][C:19]([CH3:22])([CH3:21])[CH3:20])=[O:17]>>[CH2:40]([O:39][CH:38]([O:42][CH2:43][CH3:44])[C@@H:37]([N:25]([CH2:26][C:27]1[CH:28]=[CH:29][CH:30]=[C:31]2[C:36]=1[N:35]=[CH:34][CH:33]=[CH:32]2)[C:23](=[O:24])[C@@H:14]([NH:13][C:10](=[O:12])[CH2:9][N:7]([CH3:8])[NH:6][C:4](=[O:5])[NH:3][CH2:1][CH3:2])[CH2:15][C:16]([O:18][C:19]([CH3:21])([CH3:22])[CH3:20])=[O:17])[CH3:45])[CH3:41]. Procedure: According to the procedure described in the synthesis method of Compound II-15, 2-(2-(ethylcarbamoyl)-1-methylhydrazinyl)acetic acid (Compound VI-9) 57 mg (0.33 mmol) was coupled with (S)-tert-butyl 3-amino-4-(((S)-1,1-diethoxypropan-2-yl)(quinolin-8-ylmethyl)amino)-4-oxobutanoate (Compound IV-17) 100 mg (0.22 mmol) to obtain the title compound. Starting materials: C(C1=CC=CC=C1)N1CC2=NC(=C(N=C2CC1)NC(C)C)Cl (6-benzyl-3-chloro-N-isopropyl-5,6,7,8-tetrahydropyrido[3,4-b]pyrazin-2-amine), Cl.FC1=C(C=CC=C1)S(=O)(=O)C1CCNCC1 (4-((2-fluorophenyl)sulfonyl)piperidine hydrochloride), CC(C)([O-])C.[Na+] (sodium tert-butoxide), C=1C=CC(=CC1)P(C=2C=CC=CC2)C3=CC=C4C=CC=CC4=C3C5=C6C=CC=CC6=CC=C5P(C=7C=CC=CC7)C=8C=CC=CC8 (BINAP). The reagents and catalysts are C=1C=CC(=CC1)/C=C/C(=O)/C=C/C2=CC=CC=C2.C=1C=CC(=CC1)/C=C/C(=O)/C=C/C2=CC=CC=C2.C=1C=CC(=CC1)/C=C/C(=O)/C=C/C2=CC=CC=C2.[Pd].[Pd] (Pd2(dba)3). Solvent: C1(=CC=CC=C1)C (toluene). Conditions: temperature 90 celsius. The product is C(C1=CC=CC=C1)N1CC2=NC(=C(N=C2CC1)NC(C)C)N1CCC(CC1)S(=O)(=O)C1=C(C=CC=C1)F (6-benzyl-3-(4-((2-fluorophenyl)sulfonyl)piperidin-1-yl)-N-isopropyl-5,6,7,8-tetrahydropyrido[3,4-b]pyrazin-2-amine). Isolated yield 51.5%. Reaction SMILES: [CH2:1]([N:8]1[CH2:17][CH2:16][C:15]2[C:10](=[N:11][C:12](Cl)=[C:13]([NH:18][CH:19]([CH3:21])[CH3:20])[N:14]=2)[CH2:9]1)[C:2]1[CH:7]=[CH:6][CH:5]=[CH:4][CH:3]=1.Cl.[F:24][C:25]1[CH:30]=[CH:29][CH:28]=[CH:27][C:26]=1[S:31]([CH:34]1[CH2:39][CH2:38][NH:37][CH2:36][CH2:35]1)(=[O:33])=[O:32].CC(C)([O-])C.[Na+].C1C=CC(P(C2C(C3C(P(C4C=CC=CC=4)C4C=CC=CC=4)=CC=C4C=3C=CC=C4)=C3C(C=CC=C3)=CC=2)C2C=CC=CC=2)=CC=1>C1(C)C=CC=CC=1.C1C=CC(/C=C/C(/C=C/C2C=CC=CC=2)=O)=CC=1.C1C=CC(/C=C/C(/C=C/C2C=CC=CC=2)=O)=CC=1.C1C=CC(/C=C/C(/C=C/C2C=CC=CC=2)=O)=CC=1.[Pd].[Pd]>[CH2:1]([N:8]1[CH2:17][CH2:16][C:15]2[C:10](=[N:11][C:12]([N:37]3[CH2:36][CH2:35][CH:34]([S:31]([C:26]4[CH:27]=[CH:28][CH:29]=[CH:30][C:25]=4[F:24])(=[O:33])=[O:32])[CH2:39][CH2:38]3)=[C:13]([NH:18][CH:19]([CH3:21])[CH3:20])[N:14]=2)[CH2:9]1)[C:2]1[CH:7]=[CH:6][CH:5]=[CH:4][CH:3]=1 |f:1.2,3.4,7.8.9.10.11|. Procedure: A suspension of 6-benzyl-3-chloro-N-isopropyl-5,6,7,8-tetrahydropyrido[3,4-b]pyrazin-2-amine (117.2 mg, 0.370 mmol) and 4-((2-fluorophenyl)sulfonyl)piperidine hydrochloride (124 mg, 0.444 mmol) in toluene (1.85 mL) was treated with sodium tert-butoxide (107 mg, 1.110 mmol), BINAP (34.6 mg, 0.055 mmol), and Pd2(dba)3 (16.9 mg, 0.018 mmol). Nitrogen gas (balloon) was bubbled through the reaction mixture for 5 min. The reaction mixture was then sealed and heated at 90° C. for 18 h. The reaction mix... Starting materials: CCN(C(C)C)C(C)C, Cc1cc(Cl)ncn1, Fc1ccc(-c2cccn3nc(NC4CCNCC4(F)F)nc23)c(F)c1F, C1COCCO1. Yields the product Cc1cc(N2CCC(Nc3nc4c(-c5ccc(F)c(F)c5F)cccn4n3)C(F)(F)C2)ncn1. RXN SMILES: [CH:36]([N:37]([CH2:38][CH3:39])[CH:40]([CH3:41])[CH3:42])([CH3:43])[CH3:44].[Cl:28][c:29]1[n:30][cH:31][n:32][c:33]([CH3:35])[cH:34]1.[F:1][C:2]1([F:27])[CH2:3][NH:4][CH2:5][CH2:6][CH:7]1[NH:8][c:9]1[n:10][n:11]2[c:12]([c:13](-[c:17]3[c:18]([F:25])[c:19]([F:24])[c:20]([F:23])[cH:21][cH:22]3)[cH:14][cH:15][cH:16]2)[n:26]1.[O:45]1[CH2:46][CH2:47][O:48][CH2:49][CH2:50]1>>[F:1][C:2]1([F:27])[CH2:3][N:4]([c:29]2[n:30][cH:31][n:32][c:33]([CH3:35])[cH:34]2)[CH2:5][CH2:6][CH:7]1[NH:8][c:9]1[n:10][n:11]2[c:12]([c:13](-[c:17]3[c:18]([F:25])[c:19]([F:24])[c:20]([F:23])[cH:21][cH:22]3)[cH:14][cH:15][cH:16]2)[n:26]1. Reactants: C1CCOC1, O=S(=O)(Cl)c1cc(OCC(F)(F)F)ccc1OCC(F)(F)F, NCC1CCC(C(=O)O)CC1, [Na+], [OH-]. The product is O=C(O)C1CCC(CNS(=O)(=O)c2cc(OCC(F)(F)F)ccc2OCC(F)(F)F)CC1. Reaction SMILES: [CH2:34]1[O:35][CH2:36][CH2:37][CH2:38]1.[F:12][C:13]([CH2:14][O:15][c:16]1[c:17]([S:28](=[O:29])(=[O:30])[Cl:31])[cH:18][c:19]([O:22][CH2:23][C:24]([F:25])([F:26])[F:27])[cH:20][cH:21]1)([F:32])[F:33].[NH2:1][CH2:2][CH:3]1[CH2:4][CH2:5][CH:6]([C:9](=[O:10])[OH:11])[CH2:7][CH2:8]1.[Na+:40].[OH-:39]>>[NH:1]([CH2:2][CH:3]1[CH2:4][CH2:5][CH:6]([C:9](=[O:10])[OH:11])[CH2:7][CH2:8]1)[S:28]([c:17]1[c:16]([O:15][CH2:14][C:13]([F:12])([F:32])[F:33])[cH:21][cH:20][c:19]([O:22][CH2:23][C:24]([F:25])([F:26])[F:27])[cH:18]1)(=[O:29])=[O:30].